Dataset: the Open Reaction Database (ORD), a public repository of structured organic reaction records. Task: describe an organic reaction: reactants, conditions, products, and yield The reactants are CO, Cl, [Fe], C#CC1(Oc2ccc(F)cc2[N+](=O)[O-])CCN(C(=O)Oc2ccccc2)CC1, O. Product: C#CC1(Oc2ccc(F)cc2N)CCN(C(=O)Oc2ccccc2)CC1. RXN SMILES: [CH3:1][OH:2].[ClH:31].[Fe:33].[O:3]([c:4]1[cH:5][cH:6][cH:7][cH:8][cH:9]1)[C:10](=[O:11])[N:12]1[CH2:13][CH2:14][C:15]([O:18][c:19]2[c:20]([N+:26]([O-:27])=[O:28])[cH:21][c:22]([F:25])[cH:23][cH:24]2)([C:29]#[CH:30])[CH2:16][CH2:17]1.[OH2:32]>>[O:3]([c:4]1[cH:5][cH:6][cH:7][cH:8][cH:9]1)[C:10](=[O:11])[N:12]1[CH2:13][CH2:14][C:15]([O:18][c:19]2[c:20]([NH2:26])[cH:21][c:22]([F:25])[cH:23][cH:24]2)([C:29]#[CH:30])[CH2:16][CH2:17]1. Reactants: N1CC(OCC1)CNC(=O)C=1C=2C[C@@H]3[C@H](C2N(N1)C1=C(C=C(C=C1)F)F)C3 ((1aR,5aR)-2-(2,4-Difluoro-phenyl)-1a,2,5,5a-tetrahydro-1H-2,3-diaza-cyclopropa[a]pentalene-4-carboxylic acid (morpholin-2-ylmethyl)-amide), C([O-])([O-])=O.[K+].[K+] (potassium carbonate), IC (iodomethane). Run in CN(C)C=O (DMF). Run at temperature 23 celsius, time 18 hour. The product is CN1CC(OCC1)CNC(=O)C=1C=2C[C@@H]3[C@H](C2N(N1)C1=C(C=C(C=C1)F)F)C3 ((1aR,5aR)-2-(2,4-Difluoro-phenyl)-1a,2,5,5a-tetrahydro-1H-2,3-diaza-cyclopropa[a]pentalene-4-carboxylic Acid (4-Methyl-morpholin-2-ylmethyl)-amide). Isolated yield 106.2%. As a reaction SMILES: [NH:1]1[CH2:6][CH2:5][O:4][CH:3]([CH2:7][NH:8][C:9]([C:11]2[C:12]3[CH2:13][C@H:14]4[CH2:27][C@H:15]4[C:16]=3[N:17]([C:19]3[CH:24]=[CH:23][C:22]([F:25])=[CH:21][C:20]=3[F:26])[N:18]=2)=[O:10])[CH2:2]1.[C:28](=O)([O-])[O-].[K+].[K+].IC>CN(C=O)C>[CH3:28][N:1]1[CH2:6][CH2:5][O:4][CH:3]([CH2:7][NH:8][C:9]([C:11]2[C:12]3[CH2:13][C@H:14]4[CH2:27][C@H:15]4[C:16]=3[N:17]([C:19]3[CH:24]=[CH:23][C:22]([F:25])=[CH:21][C:20]=3[F:26])[N:18]=2)=[O:10])[CH2:2]1 |f:1.2.3|. Procedure details: To a mixture of (1aR,5aR)-2-(2,4-Difluoro-phenyl)-1a,2,5,5a-tetrahydro-1H-2,3-diaza-cyclopropa[a]pentalene-4-carboxylic acid (morpholin-2-ylmethyl)-amide (40 mg, 0.097 mmol) and potassium carbonate (26.9 mg, 0.195 mmol) in DMF (0.5 mL) was added iodomethane (6.06 μL, 0.097 mmol). The reaction was stirred at 23° C. for 18 h. The mixture was filtered then purified by HPLC to provide the title compound (TFA salt, 40 mg) as a hygroscopic white solid. LCMS m/z=389.4 [M+H]+; 1H NMR (400 MHz, DMSO-d6) ... Reaction SMILES: CS(C)=O.[C:5]([C:11]([O:13][CH3:14])=[O:12])#[C:6][C:7]([O:9][CH3:10])=[O:8].[NH2:15][C:16]1[N:20]([C:21]2[CH:26]=[CH:25][CH:24]=[CH:23][CH:22]=2)[N:19]=[C:18]([C:27]2[S:28][CH:29]=[CH:30][CH:31]=2)[C:17]=1[C:32]#[N:33].C(=O)([O-])[O-].[K+].[K+]>O>[NH2:33][C:32]1[C:6]([C:7]([O:9][CH3:10])=[O:8])=[C:5]([C:11]([O:13][CH3:14])=[O:12])[N:15]=[C:16]2[N:20]([C:21]3[CH:26]=[CH:25][CH:24]=[CH:23][CH:22]=3)[N:19]=[C:18]([C:27]3[S:28][CH:29]=[CH:30][CH:31]=3)[C:17]=12 |f:3.4.5|. Procedure details: A dimethylsulfoxide (20 ml) solution of 10.0 g (70 mmol) of dimethyl acetylenedicarboxylate was dropwise added to a mixture comprised of 2.66 g (10 mmol) of 5-amino-1-phenyl-3-(thiophen-2-yl)pyrazole-4-carbonitrile, 27.6 g (200 mmol) of anhydrous potassium carbonate and 300 ml of dimethylsulfoxide, while cooling with ice, over a period of 30 minutes, and then stirred for further 60 hours at room temperature. During the stirring, the reaction liquid was changed from brown to greenish brown. After... Starting materials: C([O-])([O-])=O.[K+].[K+] (potassium carbonate), CS(=O)C (dimethylsulfoxide), C(#CC(=O)OC)C(=O)OC (dimethyl acetylenedicarboxylate), CS(=O)C (dimethylsulfoxide), NC1=C(C(=NN1C1=CC=CC=C1)C=1SC=CC1)C#N (5-amino-1-phenyl-3-(thiophen-2-yl)pyrazole-4-carbonitrile). Yield: 85.7%. Run in O (water). Run at time 60 hour. Yields the product NC1=C2C(=NC(=C1C(=O)OC)C(=O)OC)N(N=C2C=2SC=CC2)C2=CC=CC=C2 (dimethyl 4-amino-1-phenyl-3-(thiophen-2-yl)pyrazolo[3,4-b]pyridine-5,6-dicarboxylat). Reactants: [Al+3], O=C1CCCC(=O)O1, [Cl-], [Cl-], [Cl-], ClCCl, Fc1ccccc1, O. Product: O=C(O)CCCC(=O)c1ccc(F)cc1. Reaction SMILES: [Al+3:2].[C:5]1(=[O:12])[CH2:6][CH2:7][CH2:8][C:9](=[O:10])[O:11]1.[Cl-:1].[Cl-:3].[Cl-:4].[Cl:21][CH2:22][Cl:23].[F:13][c:14]1[cH:15][cH:16][cH:17][cH:18][cH:19]1.[OH2:20]>>[C:5]([CH2:6][CH2:7][CH2:8][C:9](=[O:10])[c:17]1[cH:16][cH:15][c:14]([F:13])[cH:19][cH:18]1)([OH:11])=[O:12]. Starting materials: C[Si](C)(C)[N-][Si](C)(C)C.[K+] (KHMDS), O (Water), C(#N)C1CCN(CC1)C(=O)OC(C)(C)C (tert-butyl 4-cyanopiperidine-1-carboxylate), ClCOCC1=CC=CC=C1 (Chloromethoxymethyl-benzene). The solvent is C1(=CC=CC=C1)C (toluene), C(C)(=O)OCC (ethyl acetate), C1CCOC1 (THF). Run at time 1 hour. Product: C(C1=CC=CC=C1)OCC1(CCN(CC1)C(=O)OC(C)(C)C)C#N (tert-butyl 4-[(benzyloxy)methyl]-4-cyanopiperidine-1-carboxylate). Yield: 47.8%. Reaction SMILES: [C:1]([CH:3]1[CH2:8][CH2:7][N:6]([C:9]([O:11][C:12]([CH3:15])([CH3:14])[CH3:13])=[O:10])[CH2:5][CH2:4]1)#[N:2].C[Si]([N-][Si](C)(C)C)(C)C.[K+].Cl[CH2:27][O:28][CH2:29][C:30]1[CH:35]=[CH:34][CH:33]=[CH:32][CH:31]=1.O>C1COCC1.C1(C)C=CC=CC=1.C(OCC)(=O)C>[CH2:29]([O:28][CH2:27][C:3]1([C:1]#[N:2])[CH2:8][CH2:7][N:6]([C:9]([O:11][C:12]([CH3:15])([CH3:14])[CH3:13])=[O:10])[CH2:5][CH2:4]1)[C:30]1[CH:35]=[CH:34][CH:33]=[CH:32][CH:31]=1 |f:1.2|. Procedure: To a solution of tert-butyl 4-cyanopiperidine-1-carboxylate (4 g, 19 mmol) in THF (70 mL) cooled to 0° C. is added 0.5 M KHMDS (57 mL, 28.5 mmol) in toluene dropwise. The reaction mixture is warmed to room temperature and stirred for 1 h. Chloromethoxymethyl-benzene (4.46 g, 28.5 mmol) is added and the reaction mixture is stirred for another 1 h at room temperature. Water and ethyl acetate are added and the aqueous layer is separated and extracted with ethyl acetate (2×50 mL). The organic layers... Reactants: Cc1cccc(C)c1CCl, CCO, [K+], [K], [OH-], Cc1cnc([N+](=O)[O-])c(O)c1. Yields the product Cc1cnc([N+](=O)[O-])c(OCc2c(C)cccc2C)c1. Reaction SMILES: [CH3:15][c:16]1[c:17]([CH2:18][Cl:19])[c:20]([CH3:24])[cH:21][cH:22][cH:23]1.[CH3:25][CH2:26][OH:27].[K+:2].[K:14].[OH-:1].[OH:3][c:4]1[c:5]([N+:11](=[O:12])[O-:13])[n:6][cH:7][c:8]([CH3:10])[cH:9]1>>[O:3]([c:4]1[c:5]([N+:11](=[O:12])[O-:13])[n:6][cH:7][c:8]([CH3:10])[cH:9]1)[CH2:18][c:17]1[c:16]([CH3:15])[cH:23][cH:22][cH:21][c:20]1[CH3:24]. The reactants are CCOC(=O)Cc1ccc(OCC(O)CNC(C)CCc2ccccc2)cc1, CCO, Cl. The product is Cl, CC(CCc1ccccc1)NCC(O)COc1ccc(CC(=O)O)cc1. Reaction SMILES: [CH2:1]([CH3:2])[O:3][C:4](=[O:5])[CH2:6][c:7]1[cH:8][cH:9][c:10]([O:11][CH2:12][CH:13]([CH2:14][NH:15][CH:16]([CH2:17][CH2:18][c:19]2[cH:20][cH:21][cH:22][cH:23][cH:24]2)[CH3:25])[OH:26])[cH:27][cH:28]1.[CH3:30][CH2:31][OH:32].[ClH:29]>>[ClH:29].[O:3]=[C:4]([OH:5])[CH2:6][c:7]1[cH:8][cH:9][c:10]([O:11][CH2:12][CH:13]([CH2:14][NH:15][CH:16]([CH2:17][CH2:18][c:19]2[cH:20][cH:21][cH:22][cH:23][cH:24]2)[CH3:25])[OH:26])[cH:27][cH:28]1.